From a dataset of the Open Reaction Database (ORD), a public repository of structured organic reaction records. describe an organic reaction: reactants, conditions, products, and yield Reactants: NC(C(=O)O)CCC(NC(CSCC(=O)C(=O)OCCCC)C(NCC(=O)O)=O)=O (2-amino-4-[2-(2-butoxycarbonyl-2-oxo-ethylsulfanyl)-1-(carboxymethyl-carbamoyl)-ethylcarbamoyl]-butyric acid), Cl.NO (hydroxylamine HCl), substituted hydroxylamine. The product is NC(C(=O)O)CCC(NC(CSCC(=NO)C(=O)OCC)C(NCC(=O)O)=O)=O (2-Amino-4-[1-(carboxymethyl-carbamoyl)-2-(2-ethoxycarbonyl-2-hydroxyimino-ethylsulfanyl)-ethylcarbamoyl]-butyric acid). As a reaction SMILES: [NH2:1][CH:2]([CH2:6][CH2:7][C:8](=[O:30])[NH:9][CH:10]([C:23](=[O:29])[NH:24][CH2:25][C:26]([OH:28])=[O:27])[CH2:11][S:12][CH2:13][C:14]([C:16]([O:18][CH2:19][CH2:20]CC)=[O:17])=O)[C:3]([OH:5])=[O:4].Cl.[NH2:32][OH:33]>>[NH2:1][CH:2]([CH2:6][CH2:7][C:8](=[O:30])[NH:9][CH:10]([C:23](=[O:29])[NH:24][CH2:25][C:26]([OH:28])=[O:27])[CH2:11][S:12][CH2:13][C:14]([C:16]([O:18][CH2:19][CH3:20])=[O:17])=[N:32][OH:33])[C:3]([OH:5])=[O:4] |f:1.2|. Reported procedure: Similarly, by following the procedure of Example 30A and substituting 2-amino-4-[1-(carboxymethyl-carbamoyl)-2-(2-ethoxycarbonyl-2-oxo-ethylsulfanyl)-ethylcarbamoyl]-butyric acid with 2-amino-4-[2-(2-butoxycarbonyl-2-oxo-ethylsulfanyl)-1-(carboxymethyl-carbamoyl)-ethylcarbamoyl]-butyric acid and hydroxylamine HCl with another substituted hydroxylamine there are obtained the following compounds: Starting materials: [Si](C)(C)(C(C)(C)C)OC1=CC(=C(C(=C1)C)C1=CC(=CC=C1)CN(C1=CC(=C(C=C1)CCC(=O)OCC)F)S(=O)(=O)C1=C(C=CC=C1)[N+](=O)[O-])C (ethyl 3-(4-{[(4′-{[tert-butyl(dimethyl)silyl]oxy}-2′,6′-dimethylbiphenyl-3-yl)methyl][(2-nitrophenyl)sulfonyl]amino}-2-fluorophenyl)propanoate), [F-].C(CCC)[N+](CCCC)(CCCC)CCCC (tetrabutylammonium fluoride). Run in O1CCCC1 (tetrahydrofuran). The product is FC1=C(C=CC(=C1)N(S(=O)(=O)C1=C(C=CC=C1)[N+](=O)[O-])CC=1C=C(C=CC1)C1=C(C=C(C=C1C)O)C)CCC(=O)OCC (ethyl 3-(2-fluoro-4-{[(4′-hydroxy-2′,6′-dimethylbiphenyl-3-yl)methyl][(2-nitrophenyl)sulfonyl]amino}phenyl)propanoate). The yield is 75.3%. Reaction SMILES: [Si]([O:8][C:9]1[CH:14]=[C:13]([CH3:15])[C:12]([C:16]2[CH:21]=[CH:20][CH:19]=[C:18]([CH2:22][N:23]([S:38]([C:41]3[CH:46]=[CH:45][CH:44]=[CH:43][C:42]=3[N+:47]([O-:49])=[O:48])(=[O:40])=[O:39])[C:24]3[CH:29]=[CH:28][C:27]([CH2:30][CH2:31][C:32]([O:34][CH2:35][CH3:36])=[O:33])=[C:26]([F:37])[CH:25]=3)[CH:17]=2)=[C:11]([CH3:50])[CH:10]=1)(C(C)(C)C)(C)C.[F-].C([N+](CCCC)(CCCC)CCCC)CCC>O1CCCC1>[F:37][C:26]1[CH:25]=[C:24]([N:23]([CH2:22][C:18]2[CH:17]=[C:16]([C:12]3[C:13]([CH3:15])=[CH:14][C:9]([OH:8])=[CH:10][C:11]=3[CH3:50])[CH:21]=[CH:20][CH:19]=2)[S:38]([C:41]2[CH:46]=[CH:45][CH:44]=[CH:43][C:42]=2[N+:47]([O-:49])=[O:48])(=[O:39])=[O:40])[CH:29]=[CH:28][C:27]=1[CH2:30][CH2:31][C:32]([O:34][CH2:35][CH3:36])=[O:33] |f:1.2|. Reported procedure: To a solution of ethyl 3-(4-{[(4′-{[tert-butyl(dimethyl)silyl]oxy}-2′,6′-dimethylbiphenyl-3-yl)methyl][(2-nitrophenyl)sulfonyl]amino}-2-fluorophenyl)propanoate (6.32 g, 8.76 mmol) in tetrahydrofuran (60 mL) was added tetrabutylammonium fluoride (1 M solution, 9.64 mL, 9.64 mmol) under stirring at room temperature, and the mixture was stirred at room temperature for 2 hr. The reaction mixture was concentrated under reduced pressure. The residue was purified by silica gel column chromatography (he... Reactants: N[C@@H](CCC(=O)[O-])C(=O)[O-] (L-glutamate), C(CCCCC)O (n-hexanol), C1(=CC=C(C=C1)S(=O)(=O)O)C (p-toluenesulfonic acid). Run in 1,2-dichloroethane tetrachloroethylene(8/2), CO (methanol). Run at time 20 hour. The product is CC(=O)OCC[C@@H](C(=O)O)N.N[C@@H](CCC(=O)[O-])C(=O)OC(CC)CCC (γ-methyl L-glutamate γ-hexyl L-glutamate). Reaction SMILES: [NH2:1][C@H:2]([C:8]([O-:10])=[O:9])[CH2:3][CH2:4][C:5]([O-:7])=[O:6].[CH2:11]([OH:17])[CH2:12]CCCC.[C:18]1(C)[CH:23]=[CH:22][C:21](S(O)(=O)=[O:25])=[CH:20][CH:19]=1>CO>[CH3:12][C:11]([O:17][CH2:4][CH2:3][C@H:2]([NH2:1])[C:8]([OH:10])=[O:9])=[O:25].[NH2:1][C@H:2]([C:8]([O:10][CH:18]([CH2:19][CH2:20][CH3:21])[CH2:23][CH3:22])=[O:9])[CH2:3][CH2:4][C:5]([O-:7])=[O:6] |f:4.5|. Reported procedure: 20 g of poly(γmethyl L-glutamate)(molecular weight: 150000; average degree of polymerization: 1050) was dissolved in 300 ml of a 1,2-dichloroethane/tetrachloroethylene(8/2) mixed solvent. To the resulting solution were added 100 ml of n-hexanol and 5 g of p-toluenesulfonic acid. The reaction was allowed to proceed at 60° C. for 20 hr. The reaction mixture was poured into a large amount of methanol to precipitate the formed polymer. The polymer was collected and dried. Subsequently, the polymer w... Starting materials: CN(C(CCC1=CNC=2CCCCC12)=O)C (3-(4,5,6,7-Tetrahydro-1H-indol-3-yl)-propionic acid dimethyl amide). Solvent: O1CCCC1 (tetrahydrofuran). The product is CN(CCCC1=CNC=2CCCCC12)C (3-(3-dimethylamino-propyl)-4,5,6,7-tetrahydro-1H-indole). Yield: 27.7%. As a reaction SMILES: [CH3:1][N:2]([CH3:16])[C:3](=O)[CH2:4][CH2:5][C:6]1[C:14]2[CH2:13][CH2:12][CH2:11][CH2:10][C:9]=2[NH:8][CH:7]=1>O1CCCC1>[CH3:16][N:2]([CH3:1])[CH2:3][CH2:4][CH2:5][C:6]1[C:14]2[CH2:13][CH2:12][CH2:11][CH2:10][C:9]=2[NH:8][CH:7]=1. Procedure: 3-(4,5,6,7-Tetrahydro-1H-indol-3-yl)-propionic acid dimethyl amide (7.7 g) and 13 g of borane-tetrahydrofuran complex in 50 mL of tetrahydrofuran was refluxed for 3 hours. The reaction was quenched with acetone and then water and evaporated to dryness. The residue was chromatographed on silica gel to give 2 g (20% yield) of 3-(3-dimethylamino-propyl)-4,5,6,7-tetrahydro-1H-indole as a yellow oil.